This data is from the Open Reaction Database (ORD), a public repository of structured organic reaction records. The task is: describe an organic reaction: reactants, conditions, products, and yield The reactants are O=C1NC2=C(S(C3=C1C=CC(=C3)C(=O)OC)=O)C=CC=C2 (Methyl 10,11-Dihydro-11-oxodibenzo[b,f][1,4]thiazepin-3-carboxylate 5-Oxide). The solvent is [OH-].[Na+] (sodium hydroxide), O1CCCC1 (tetrahydrofuran). Run at time 8 hour. Product: O=C1NC2=C(S(C3=C1C=CC(=C3)C(=O)O)=O)C=CC=C2 (10,11-Dihydro-11-oxodibenzo[b,f][1,4]thiazepin-3-carboxylic Acid 5-Oxide). Reaction SMILES: [O:1]=[C:2]1[C:8]2[CH:9]=[CH:10][C:11]([C:13]([O:15]C)=[O:14])=[CH:12][C:7]=2[S:6](=[O:17])[C:5]2[CH:18]=[CH:19][CH:20]=[CH:21][C:4]=2[NH:3]1>[OH-].[Na+].O1CCCC1>[O:1]=[C:2]1[C:8]2[CH:9]=[CH:10][C:11]([C:13]([OH:15])=[O:14])=[CH:12][C:7]=2[S:6](=[O:17])[C:5]2[CH:18]=[CH:19][CH:20]=[CH:21][C:4]=2[NH:3]1 |f:1.2|. Procedure details: Stir the oxide from Step A in a mixture of 5 cc of aqueous sodium hydroxide and 10 cc of tetrahydrofuran for 15 minutes. Evaporate the tetrahydrofuran, dilute with water. Filter and acidify the filtrate. Separate the solids by filtration and dry in vacuo at 50° C. Suspend the product in water. Stir overnight, filter and dry at 60° C. to obtain the title product (Yield 605 mg). Starting materials: O=C(NC(Cc1ccccc1)C(=O)NC(CCCCNC(=O)C(F)(F)F)C(=O)O)OCc1ccccc1, O=C(NC(Cc1ccccc1)C(=O)O)OCc1ccccc1, NC(CCCCNC(=O)C(F)(F)F)C(=O)O. The product is CC(NC(=O)C(Cc1ccccc1)NC(=O)OCc1ccccc1)C(=O)O. Reaction SMILES: [CH2:1]([c:2]1[cH:3][cH:4][cH:5][cH:6][cH:7]1)[O:8][C:9](=[O:10])[NH:11][CH:12]([CH2:13][c:14]1[cH:15][cH:16][cH:17][cH:18][cH:19]1)[C:20](=[O:21])[NH:22][CH:23]([CH2:24][CH2:25][CH2:26][CH2:27][NH:28][C:29](=[O:30])[C:31]([F:32])([F:33])[F:34])[C:35](=[O:36])[OH:37].[CH2:38]([O:39][C:40]([NH:41][CH:42]([C:43]([OH:44])=[O:45])[CH2:46][c:47]1[cH:48][cH:49][cH:50][cH:51][cH:52]1)=[O:53])[c:54]1[cH:55][cH:56][cH:57][cH:58][cH:59]1.[F:60][C:61]([F:62])([F:63])[C:64]([NH:65][CH2:66][CH2:67][CH2:68][CH2:69][CH:70]([C:71]([OH:72])=[O:73])[NH2:74])=[O:75]>>[CH2:1]([c:2]1[cH:3][cH:4][cH:5][cH:6][cH:7]1)[O:8][C:9](=[O:10])[NH:11][CH:12]([CH2:13][c:14]1[cH:15][cH:16][cH:17][cH:18][cH:19]1)[C:20](=[O:21])[NH:22][CH:23]([CH3:24])[C:35](=[O:36])[OH:37]. Reactants: Cl.NC=1C(=CC=2C(N(C(C3=CC=CC1C23)=O)C2CCNCC2)=O)Cl (6-amino-5-chloro-2,3-dihydro-2-(piperidin-4-yl)-1H-benz[de]isoquinoline-1,3-dione hydrochloride), C(#N)[BH3-].[Na+] (sodium cyanoborohydride), C(C)=O (acetaldehyde), C(#N)[BH3-].[Na+] (sodium cyanoborohydride). Solvent: CO (methanol), O (water). Run at time 2 hour. Product: NC=1C(=CC=2C(N(C(C3=CC=CC1C23)=O)C2CCN(CC2)CC)=O)Cl (6-amino-5-chloro-2-(1-ethylpiperidin-4-yl)-2,3-dihydro-1H-benz[de]isoquinoline-1,3-dione). RXN SMILES: Cl.[NH2:2][C:3]1[C:4]([Cl:24])=[CH:5][C:6]2[C:7](=[O:23])[N:8]([CH:17]3[CH2:22][CH2:21][NH:20][CH2:19][CH2:18]3)[C:9](=[O:16])[C:10]3[C:15]=2[C:14]=1[CH:13]=[CH:12][CH:11]=3.[CH:25](=O)[CH3:26].C([BH3-])#N.[Na+]>CO.O>[NH2:2][C:3]1[C:4]([Cl:24])=[CH:5][C:6]2[C:7](=[O:23])[N:8]([CH:17]3[CH2:18][CH2:19][N:20]([CH2:25][CH3:26])[CH2:21][CH2:22]3)[C:9](=[O:16])[C:10]3[C:15]=2[C:14]=1[CH:13]=[CH:12][CH:11]=3 |f:0.1,3.4|. Reported procedure: To a solution of 6-amino-5-chloro-2,3-dihydro-2-(piperidin-4-yl)-1H-benz[de]isoquinoline-1,3-dione hydrochloride (0.9 g; 2.46 mmol), prepared as in Example 10, in methanol (30 mL) and water (5 mL), was added acetaldehyde (2 mL) and sodium cyanoborohydride (approximately 0.5 g) and the reaction mixture stirred for two hours. Additional sodium cyanoborohydride (0.4 g) was added and the mixture stirred for an additional 2 hours. The solution was concentrated to a small volume, acidified with concen...